Dataset: the Open Reaction Database (ORD), a public repository of structured organic reaction records. Task: describe an organic reaction: reactants, conditions, products, and yield Reactants: ClC1=C(OC2CN(C2)C(=O)Cl)C=CC(=C1)C(F)(F)F (3-[2-chloro-4-(trifluoromethyl)phenoxy]-1-azetidinecarbonyl chloride), C([O-])([O-])=O.[K+].[K+] (potassium carbonate), C(C=C)N (2-propenylamine). Solvent: O (water), O1CCCC1 (tetrahydrofuran). Run at time 16 hour. The product is ClC1=C(OC2CN(C2)C(=O)NCC=C)C=CC(=C1)C(F)(F)F (3-[2-Chloro-4-(trifluoromethyl)phenoxy]-N-(2-propenyl)-1-azetidinecarboxamide). As a reaction SMILES: [Cl:1][C:2]1[CH:15]=[C:14]([C:16]([F:19])([F:18])[F:17])[CH:13]=[CH:12][C:3]=1[O:4][CH:5]1[CH2:8][N:7]([C:9](Cl)=[O:10])[CH2:6]1.C(=O)([O-])[O-].[K+].[K+].[CH2:26]([NH2:29])[CH:27]=[CH2:28]>O1CCCC1.O>[Cl:1][C:2]1[CH:15]=[C:14]([C:16]([F:19])([F:18])[F:17])[CH:13]=[CH:12][C:3]=1[O:4][CH:5]1[CH2:8][N:7]([C:9]([NH:29][CH2:26][CH:27]=[CH2:28])=[O:10])[CH2:6]1 |f:1.2.3|. Reported procedure: A mixture of 2 g (0.0065 mole) of 3-[2-chloro-4-(trifluoromethyl)phenoxy]-1-azetidinecarbonyl chloride and 0.9 g (0.0065 mole) of potassium carbonate in 20 ml of tetrahydrofuran was treated while stirring with 0.35 g (0.0065 mole) of 2-propenylamine. After stirring for 16 h, the reaction mixture was diluted with 100 ml of water whereupon an oil separated. The oil slowly solidified and was collected by filtration (2.3 g wet). The rose colored solid was recrystallized from benzene/ligroin yielding... Reactants: CSC(=NS(C)(=O)=O)SC, CN, CCO, CN(C)Cc1cc(CSCCN)cs1. Product: CNC(=NS(C)(=O)=O)NCCSCc1csc(CN(C)C)c1. RXN SMILES: [CH3:15][S:16][C:17]([S:18][CH3:19])=[N:20][S:21](=[O:22])(=[O:23])[CH3:24].[CH3:25][NH2:26].[CH3:27][CH2:28][OH:29].[NH2:1][CH2:2][CH2:3][S:4][CH2:5][c:6]1[cH:7][c:8]([CH2:11][N:12]([CH3:13])[CH3:14])[s:9][cH:10]1>>[NH:1]([CH2:2][CH2:3][S:4][CH2:5][c:6]1[cH:7][c:8]([CH2:11][N:12]([CH3:13])[CH3:14])[s:9][cH:10]1)[C:17](=[N:20][S:21](=[O:22])(=[O:23])[CH3:24])[NH:26][CH3:25]. The reactants are Cl.Cl.O=C1N(CCN(C1)C1CCNCC1)CC(=O)C1=CC=C(OCC(=O)OCC)C=C1 (ethyl 4-[[2-oxo-4-(piperidin-4-yl)-piperazin-1-yl]acetyl]phenoxyacetate dihydrochloride), CN(C)C1=CC=CC2=C1C(=CC=C2)N(C)C (proton sponge), ClC(=O)OC(C(C)C)Cl (1-chloro-2-methylpropyl chloroformate). Solvent: C(Cl)Cl (methylene chloride), C(Cl)Cl (methylene chloride), C(C)(=O)OCC (ethyl acetate), O (water). Conditions: temperature -40 celsius, time 5 minute. Yields the product ClC(C)OC(=O)N1CCC(CC1)N1CC(N(CC1)CC(=O)C1=CC=C(OCC(=O)OCC)C=C1)=O (ethyl 4-[[4-[1-(1-chloroethoxycarbonyl)piperidin-4-yl]-2-oxopiperazin-1-yl]acetyl]phenoxyacetate). The yield is 77.7%. RXN SMILES: Cl.Cl.[O:3]=[C:4]1[CH2:9][N:8]([CH:10]2[CH2:15][CH2:14][NH:13][CH2:12][CH2:11]2)[CH2:7][CH2:6][N:5]1[CH2:16][C:17]([C:19]1[CH:31]=[CH:30][C:22]([O:23][CH2:24][C:25]([O:27][CH2:28][CH3:29])=[O:26])=[CH:21][CH:20]=1)=[O:18].CN(C1C2C(N(C)C)=CC=CC=2C=CC=1)C.Cl[C:49]([O:51][CH:52]([Cl:56])[CH:53](C)C)=[O:50]>C(Cl)Cl.C(OCC)(=O)C.O>[Cl:56][CH:52]([O:51][C:49]([N:13]1[CH2:12][CH2:11][CH:10]([N:8]2[CH2:7][CH2:6][N:5]([CH2:16][C:17]([C:19]3[CH:31]=[CH:30][C:22]([O:23][CH2:24][C:25]([O:27][CH2:28][CH3:29])=[O:26])=[CH:21][CH:20]=3)=[O:18])[C:4](=[O:3])[CH2:9]2)[CH2:15][CH2:14]1)=[O:50])[CH3:53] |f:0.1.2|. Reported procedure: To a solution of 0.75 g of ethyl 4-[[2-oxo-4-(piperidin-4-yl)-piperazin-1-yl]acetyl]phenoxyacetate dihydrochloride synthesized according to the method described in WO962503 in 16 ml of methylene chloride was added 1.11 g of proton sponge under ice-cooling. After stirring for 5 minutes, the mixture was cooled to −40° C., and a solution of 0.322 g of 1-chloro-2-methylpropyl chloroformate in 2 ml of methylene chloride. After stirring for 45 minutes, the reaction mixture was diluted with ethyl aceta... The reactants are CS(C)=O, Cc1nc(Cl)c(F)c(N2CCN(C)C(C)C2)n1, NN, O. Yields the product Cc1nc(NN)c(F)c(N2CCN(C)C(C)C2)n1. RXN SMILES: [CH3:21][S:22]([CH3:23])=[O:24].[Cl:1][c:2]1[n:3][c:4]([CH3:17])[n:5][c:6]([N:9]2[CH2:10][CH:11]([CH3:16])[N:12]([CH3:15])[CH2:13][CH2:14]2)[c:7]1[F:8].[NH2:19][NH2:20].[OH2:18]>>[c:2]1([NH:19][NH2:20])[n:3][c:4]([CH3:17])[n:5][c:6]([N:9]2[CH2:10][CH:11]([CH3:16])[N:12]([CH3:15])[CH2:13][CH2:14]2)[c:7]1[F:8]. Starting materials: CCNC(=O)NN(C)CC(=O)O, CCOC(OCC)C(C)N(Cc1cccc2ccccc12)C(=O)C(N)Cc1ccc(OC(C)(C)C)cc1. Product: CCNC(=O)NN(C)CC(=O)NC(Cc1ccc(OC(C)(C)C)cc1)C(=O)N(Cc1cccc2ccccc12)C(C)C(OCC)OCC. RXN SMILES: [CH2:1]([CH3:2])[NH:3][C:4](=[O:5])[NH:6][N:7]([CH3:8])[CH2:9][C:10](=[O:11])[OH:12].[NH2:13][CH:14]([C:15](=[O:16])[N:17]([CH2:18][c:19]1[cH:20][cH:21][cH:22][c:23]2[cH:24][cH:25][cH:26][cH:27][c:28]12)[CH:29]([CH:30]([O:31][CH2:32][CH3:33])[O:34][CH2:35][CH3:36])[CH3:37])[CH2:38][c:39]1[cH:40][cH:41][c:42]([O:45][C:46]([CH3:47])([CH3:48])[CH3:49])[cH:43][cH:44]1>>[CH2:1]([CH3:2])[NH:3][C:4](=[O:5])[NH:6][N:7]([CH3:8])[CH2:9][C:10](=[O:12])[NH:13][CH:14]([C:15](=[O:16])[N:17]([CH2:18][c:19]1[cH:20][cH:21][cH:22][c:23]2[cH:24][cH:25][cH:26][cH:27][c:28]12)[CH:29]([CH:30]([O:31][CH2:32][CH3:33])[O:34][CH2:35][CH3:36])[CH3:37])[CH2:38][c:39]1[cH:40][cH:41][c:42]([O:45][C:46]([CH3:47])([CH3:48])[CH3:49])[cH:43][cH:44]1.